From a dataset of the Open Reaction Database (ORD), a public repository of structured organic reaction records. describe an organic reaction: reactants, conditions, products, and yield Starting materials: BrC1=CC=CC=C(C1=O)N1CCN(CC1)CC1=CC=C(C=C1)Cl (7-bromo-2-[4-(4-chlorobenzyl)-1-piperazinyl]-2,4,6-cycloheptatriene-1-one), BrC1=CC=CC=C(C1=O)N1CCNCC1 (7-bromo-2-(1-piperazinyl)-2,4,6-cycloheptatriene-1-one), ClC1=CC=C(CBr)C=C1 (4-chlorobenzyl bromide). Product: COC=1C=C(CN2CCN(CC2)C=2C(C=CC=CC2)=O)C=CC1 (2-[4-(3-Methoxybenzyl)-1-piperazinyl]-2,4,6-cycloheptatriene-1-one). As a reaction SMILES: Br[C:2]1[C:8](=[O:9])[C:7]([N:10]2[CH2:15][CH2:14][N:13]([CH2:16][C:17]3[CH:22]=[CH:21][C:20](Cl)=[CH:19][CH:18]=3)[CH2:12][CH2:11]2)=[CH:6][CH:5]=[CH:4][CH:3]=1.BrC1[C:31](=[O:32])C(N2CCNCC2)=CC=CC=1.ClC1C=CC(CBr)=CC=1>>[CH3:31][O:32][C:19]1[CH:18]=[C:17]([CH:22]=[CH:21][CH:20]=1)[CH2:16][N:13]1[CH2:14][CH2:15][N:10]([C:7]2[C:8](=[O:9])[CH:2]=[CH:3][CH:4]=[CH:5][CH:6]=2)[CH2:11][CH2:12]1. Reported procedure: 7-bromo-2-[4-(4-chlorobenzyl)-1-piperazinyl]-2,4,6-cycloheptatriene-1-one, from 7-bromo-2-(1-piperazinyl)-2,4,6-cycloheptatriene-1-one of example 2b and 4-chlorobenzyl bromide. Starting materials: N1(CCC1)C(CC1=CC=C(C=C1)C=1C=C2C(=CNC2=CC1Cl)C=O)=O (5-{4-[2-(azetidin-1-yl)-2-oxoethyl]phenyl}-6-chloro-1H-indole-3-carbaldehyde), CC(C)=CC (2-methyl-2-butene), Cl(=O)[O-].[Na+] (sodium chlorite), O.O.OP(=O)(O)[O-].[Na+] (sodium phosphate monobasic dihydrate), CC(C)=CC (2-methyl-2-butene), Cl(=O)[O-].[Na+] (sodium chlorite), O.O.OP(=O)(O)[O-].[Na+] (sodium phosphate monobasic dihydrate). Run in C(C)#N (acetonitrile), C(C)(C)(C)O (tert-butanol), O (water). Reaction conditions: temperature 0 celsius, time 2 hour. Product: N1(CCC1)C(CC1=CC=C(C=C1)C=1C=C2C(=CNC2=CC1Cl)C(=O)O)=O (5-{4-[2-(azetidin-1-yl)-2-oxoethyl]phenyl}-6-chloro-1H-indole-3-carboxylic acid). Yield: 15.0%. RXN SMILES: [N:1]1([C:5](=[O:25])[CH2:6][C:7]2[CH:12]=[CH:11][C:10]([C:13]3[CH:14]=[C:15]4[C:19](=[CH:20][C:21]=3[Cl:22])[NH:18][CH:17]=[C:16]4[CH:23]=[O:24])=[CH:9][CH:8]=2)[CH2:4][CH2:3][CH2:2]1.CC(=CC)C.Cl([O-])=[O:32].[Na+].O.O.OP([O-])(O)=O.[Na+]>C(#N)C.C(O)(C)(C)C.O>[N:1]1([C:5](=[O:25])[CH2:6][C:7]2[CH:12]=[CH:11][C:10]([C:13]3[CH:14]=[C:15]4[C:19](=[CH:20][C:21]=3[Cl:22])[NH:18][CH:17]=[C:16]4[C:23]([OH:32])=[O:24])=[CH:9][CH:8]=2)[CH2:4][CH2:3][CH2:2]1 |f:2.3,4.5.6.7|. Procedure: To a solution of 5-{4-[2-(azetidin-1-yl)-2-oxoethyl]phenyl}-6-chloro-1H-indole-3-carbaldehyde (0.16 g, 0.453 mmol) in acetonitrile (8 mL) and tert-butanol (8 mL) was added 2-methyl-2-butene (8 mL). The reaction mixture was cooled to 0° C. and treated with a solution of sodium chlorite (456 mg, 5 mmol) and sodium phosphate monobasic dihydrate (1.06 g, 6.8 mmol) in water (6 mL). The reaction mixture was stirred for 2 hours at room temperature, and treated with additional sodium chlorite (607 mg, 6... Reactants: CC(=O)OCCOc1ccc(C(=O)c2ccc(CSc3nc4cccc(C)c4c(=O)n3C)cc2)cc1, CO, [Na+], [OH-]. Product: Cc1cccc2nc(SCc3ccc(C(=O)c4ccc(OCCO)cc4)cc3)n(C)c(=O)c12. Reaction SMILES: [C:1](=[O:2])([CH3:3])[O:4][CH2:5][CH2:6][O:7][c:8]1[cH:9][cH:10][c:11]([C:12](=[O:13])[c:14]2[cH:15][cH:16][c:17]([CH2:18][S:19][c:20]3[n:21][c:22]4[cH:23][cH:24][cH:25][c:26]([CH3:32])[c:27]4[c:28](=[O:31])[n:29]3[CH3:30])[cH:33][cH:34]2)[cH:35][cH:36]1.[CH3:39][OH:40].[Na+:38].[OH-:37]>>[OH:4][CH2:5][CH2:6][O:7][c:8]1[cH:9][cH:10][c:11]([C:12](=[O:13])[c:14]2[cH:15][cH:16][c:17]([CH2:18][S:19][c:20]3[n:21][c:22]4[cH:23][cH:24][cH:25][c:26]([CH3:32])[c:27]4[c:28](=[O:31])[n:29]3[CH3:30])[cH:33][cH:34]2)[cH:35][cH:36]1. The reactants are NC1CN(CCC1)C(=O)OC(C)(C)C (tert-butyl 3-aminopiperidine-1-carboxylate), C(C)(C)N(C(C)C)CC (N,N-diisopropylethylamine), NC=1N=C(SC1C(C)=O)S(=O)(=O)C (1-[4-Amino-2-(methylsulfonyl)-1,3-thiazol-5-yl]ethanone). The solvent is CS(=O)C (DMSO). Conditions: temperature 120 celsius. Product: C(C)(=O)C1=C(N=C(S1)NC1CN(CCC1)C(=O)OC(C)(C)C)N (tert-Butyl 3-[(5-acetyl-4-amino-1,3-thiazol-2-yl)amino]piperidine-1-carboxylate). Reaction SMILES: [NH2:1][C:2]1[N:3]=[C:4](S(C)(=O)=O)[S:5][C:6]=1[C:7](=[O:9])[CH3:8].[NH2:14][CH:15]1[CH2:20][CH2:19][CH2:18][N:17]([C:21]([O:23][C:24]([CH3:27])([CH3:26])[CH3:25])=[O:22])[CH2:16]1.C(N(CC)C(C)C)(C)C>CS(C)=O>[C:7]([C:6]1[S:5][C:4]([NH:14][CH:15]2[CH2:20][CH2:19][CH2:18][N:17]([C:21]([O:23][C:24]([CH3:27])([CH3:26])[CH3:25])=[O:22])[CH2:16]2)=[N:3][C:2]=1[NH2:1])(=[O:9])[CH3:8]. Procedure: 390 mg (1.77 mmol) of 1-[4-amino-2-(methylsulfonyl)-1,3-thiazol-5-yl]ethanone (Example 48A) were dissolved in 5 ml of DMSO, and 209.6 mg (0.89 mmol) of tert-butyl 3-aminopiperidine-1-carboxylate and 0.585 ml (3.54 mmol) of N,N-diisopropylethylamine were added. The mixture was heated in a microwave at 120° C. for 45 min. This gave, after purification by preparative HPLC, 162 mg (52% of theory) of the product as a solid. Reactants: BrC1=CC=C(N)C=C1 (4-bromoaniline), FC(C1=CC=C(C=C1)B(O)O)(F)F ((4-(trifluoromethyl)phenyl)boronic acid), ClC1=C(C=CC(=C1)C(F)(F)F)B(O)O ((2-chloro-4-(trifluoromethyl)phenyl)boronic acid), BrC1=C(C=C(N)C=C1)Cl (4-bromo-3-chloroaniline). The product is ClC1=C(C=CC(=C1)C(F)(F)F)C1=CC=C(C=C1)N (2′-chloro-4′-(trifluoromethyl)-[1,1′-biphenyl]-4-amine). RXN SMILES: Br[C:2]1[CH:8]=[CH:7][C:5]([NH2:6])=[CH:4][CH:3]=1.[Cl:9][C:10]1[CH:15]=[C:14]([C:16]([F:19])([F:18])[F:17])[CH:13]=[CH:12][C:11]=1B(O)O.BrC1C=CC(N)=CC=1Cl.FC(F)(F)C1C=CC(B(O)O)=CC=1>>[Cl:9][C:10]1[CH:15]=[C:14]([C:16]([F:17])([F:18])[F:19])[CH:13]=[CH:12][C:11]=1[C:2]1[CH:8]=[CH:7][C:5]([NH2:6])=[CH:4][CH:3]=1. Procedure details: The title compound was prepared as described in Example 159 substituting 4-bromoaniline and (2-chloro-4-(trifluoromethyl)phenyl)boronic acid for 4-bromo-3-chloroaniline and (4-(trifluoromethyl)phenyl)boronic acid, respectively. Reactants: COC(=O)N1C(CC(CC1)C(=O)O)C1=CC=C(C=C1)S(=O)(=O)C (1-(Methoxycarbonyl)-2-(4-(methylsulfonyl)phenyl)piperidine-4-carboxylic acid), Cl (HCl), C(C)OC(CC(=O)[O-])=O.[K+] (potassium 3-ethoxy-3-oxopropanoate), [Cl-].[Mg+2].[Cl-] (magnesium chloride), [Cl-].[Mg+2].[Cl-] (magnesium chloride), N1(C=NC=C1)C(=O)N1C=NC=C1 (di(1H-imidazol-1-yl)methanone), C(C)OC(CC(=O)[O-])=O.[K+] (potassium 3-ethoxy-3-oxopropanoate). Run in CN1C(CNC2=C1C(=O)N=C(N2)N)CNC3=CC=C(C=C3)C(=O)NC(CCC(=O)O)C(=O)O (methyl THF), CC1CCCO1 (MeTHF), O1CCOCC1 (dioxane), CN1C(CNC2=C1C(=O)N=C(N2)N)CNC3=CC=C(C=C3)C(=O)NC(CCC(=O)O)C(=O)O (methyl THF), CN1C(CNC2=C1C(=O)N=C(N2)N)CNC3=CC=C(C=C3)C(=O)NC(CCC(=O)O)C(=O)O (methyl THF). Reaction conditions: time 6 hour. Yields the product C(C)OC(CC(=O)[C@@H]1C[C@@H](N(CC1)C(=O)OC)C1=CC=C(C=C1)S(=O)(=O)C)=O (Cis-methyl 4-(3-ethoxy-3-oxopropanoyl)-2-(4-(methylsulfonyl)phenyl)piperidine-1-carboxylate), C(C)OC(CC(=O)[C@H]1C[C@@H](N(CC1)C(=O)OC)C1=CC=C(C=C1)S(=O)(=O)C)=O (trans-methyl 4-(3-ethoxy-3-oxopropanoyl)-2-(4-(methylsulfonyl)phenyl)-piperidine-1-carboxylate). Yield: 8.8%. Reaction SMILES: [CH3:1][O:2][C:3]([N:5]1[CH2:10][CH2:9][CH:8](C(O)=O)[CH2:7][CH:6]1[C:14]1[CH:19]=[CH:18][C:17]([S:20]([CH3:23])(=[O:22])=[O:21])=[CH:16][CH:15]=1)=[O:4].N1(C(N2C=CN=C2)=O)C=CN=C1.[CH2:36]([O:38][C:39](=[O:44])[CH2:40][C:41]([O-:43])=[O:42])[CH3:37].[K+].[Cl-].[Mg+2].[Cl-].Cl>CN1C2C(N=C(N)NC=2NCC1CNC1C=CC(C(NC(C(O)=O)CCC(O)=O)=O)=CC=1)=O.CC1OCCC1.O1CCOCC1>[CH2:36]([O:38][C:39](=[O:44])[CH2:40][C:41]([C@H:8]1[CH2:9][CH2:10][N:5]([C:3]([O:2][CH3:1])=[O:4])[C@@H:6]([C:14]2[CH:15]=[CH:16][C:17]([S:20]([CH3:23])(=[O:22])=[O:21])=[CH:18][CH:19]=2)[CH2:7]1)=[O:42])[CH3:37].[CH2:36]([O:38][C:39](=[O:44])[CH2:40][C:41]([C@@H:8]1[CH2:9][CH2:10][N:5]([C:3]([O:2][CH3:1])=[O:4])[C@@H:6]([C:14]2[CH:15]=[CH:16][C:17]([S:20]([CH3:23])(=[O:21])=[O:22])=[CH:18][CH:19]=2)[CH2:7]1)=[O:43])[CH3:37] |f:2.3,4.5.6|. Procedure: 1-(Methoxycarbonyl)-2-(4-(methylsulfonyl)phenyl)piperidine-4-carboxylic acid (4.756 g, 13.93 mmol) was dissolved in methyl THF (70 mL) and di(1H-imidazol-1-yl)methanone (3.39 g, 20.90 mmol) added. A thick white precipitate was formed. methyl THF (70.0 mL) was added and the suspension stirred under nitrogen at room temperature for 6 h (flask 1). In a separate flask potassium 3-ethoxy-3-oxopropanoate (4.74 g, 27.86 mmol) was suspended in methyl THF (70.0 mL) and magnesium chloride (2.65 g, 27.86 m... The reactants are O=C([O-])[O-], CC(C)(C)c1ncn(CCl)n1, CN(C)C=O, Cl, N#CC(C#N)CCC(F)(F)F, [K+], [K+], O. Product: CC(C)(C)c1ncn(CC(C#N)(C#N)CCC(F)(F)F)n1. RXN SMILES: [C:24](=[O:25])([O-:26])[O-:27].[C:2]([CH3:3])([CH3:4])([CH3:5])[c:6]1[n:7][n:8]([CH2:11][Cl:12])[cH:9][n:10]1.[CH3:31][N:32]([CH3:33])[CH:34]=[O:35].[ClH:1].[F:13][C:14]([CH2:15][CH2:16][CH:17]([C:18]#[N:19])[C:20]#[N:21])([F:22])[F:23].[K+:28].[K+:29].[OH2:30]>>[C:2]([CH3:3])([CH3:4])([CH3:5])[c:6]1[n:7][n:8]([CH2:11][C:17]([CH2:16][CH2:15][C:14]([F:13])([F:22])[F:23])([C:18]#[N:19])[C:20]#[N:21])[cH:9][n:10]1.